From a dataset of the Open Reaction Database (ORD), a public repository of structured organic reaction records. describe an organic reaction: reactants, conditions, products, and yield The reactants are O (Water), C(C)(C)(C)C=1C(=NN2C(=NN=C(C21)C)C2=C(C=CC(=C2)F)F)OS(=O)(=O)C2=CC=C(C=C2)C (toluene-4-sulfonic acid 3-tert-butyl-7-(2,5-difluorophenyl)-4-methylpyrazolo[1,5-d][1,2,4]triazin-2-yl ester), C(C)N1N=CN=C1CO ((2-ethyl-2H-[1,2,4]triazol-3-yl)methanol), A-170073, [H-].[Na+] (sodium hydride). Reaction conditions: time 1 hour. Product: C(C)(C)(C)C=1C(=NN2C(=NN=C(C21)C)C2=C(C=CC(=C2)F)F)OCC=2N(N=CN2)CC (3-tert-Butyl-7-(2,5-difluorophenyl)-2-(2-ethyl-2H-[1,2,4]triazol-3-ylmethoxy)-4-methylpyrazolo[1,5-d][1,2,4]triazine). Reaction SMILES: [C:1]([C:5]1[C:6]([O:23]S(C2C=CC(C)=CC=2)(=O)=O)=[N:7][N:8]2[C:13]=1[C:12]([CH3:14])=[N:11][N:10]=[C:9]2[C:15]1[CH:20]=[C:19]([F:21])[CH:18]=[CH:17][C:16]=1[F:22])([CH3:4])([CH3:3])[CH3:2].[CH2:34]([N:36]1[C:40]([CH2:41]O)=[N:39][CH:38]=[N:37]1)[CH3:35].[H-].[Na+].O>CN(C=O)C>[C:1]([C:5]1[C:6]([O:23][CH2:41][C:40]2[N:36]([CH2:34][CH3:35])[N:37]=[CH:38][N:39]=2)=[N:7][N:8]2[C:13]=1[C:12]([CH3:14])=[N:11][N:10]=[C:9]2[C:15]1[CH:20]=[C:19]([F:21])[CH:18]=[CH:17][C:16]=1[F:22])([CH3:4])([CH3:2])[CH3:3] |f:2.3|. Run in CN(C)C=O (DMF). Reported procedure: To toluene-4-sulfonic acid 3-tert-butyl-7-(2,5-difluorophenyl)-4-methylpyrazolo[1,5-d][1,2,4]triazin-2-yl ester (0.3 g, 0.636 mmol) and (2-ethyl-2H-[1,2,4]triazol-3-yl)methanol (97.3 mg, 1.2 molar eq; prepared as described in EP-A-170073) in DMF (10 ml) was added sodium hydride (30 mg of a 60% dispersion in mineral oil; 1.2 molar eq) and the mixture was stirred at room temperature for 1 h. Water (150 ml) was added then the solution was extracted with diethyl ether (4×50 ml). The combined ether l... Procedure: To a solution of 198 g. of m-phenoxy-benzaldehyde in 1 liter of absolute ethanol 60 g. of aluminum ethoxide are added. The reaction mixture is allowed to stand at room temperature. The reaction mixture is then evaporated under atmospheric pressure. From the residue following the procedure of Example 1 198 g. (98.9%) of m-phenoxybenzyl alcohol are prepared in a purity over 95% (according to gas chromatography). Yields the product O(C1=CC=CC=C1)C=1C=C(CO)C=CC1 (m-phenoxybenzyl alcohol). Solvent: C(C)O (ethanol). Starting materials: O(C1=CC=CC=C1)C=1C=C(C=O)C=CC1 (m-phenoxy-benzaldehyde), [O-]CC.[Al+3].[O-]CC.[O-]CC (aluminum ethoxide). Yield: 98.9%. RXN SMILES: [O:1]([C:8]1[CH:9]=[C:10]([CH:13]=[CH:14][CH:15]=1)[CH:11]=[O:12])[C:2]1[CH:7]=[CH:6][CH:5]=[CH:4][CH:3]=1.[O-]CC.[Al+3].[O-]CC.[O-]CC>C(O)C>[O:1]([C:8]1[CH:9]=[C:10]([CH:13]=[CH:14][CH:15]=1)[CH2:11][OH:12])[C:2]1[CH:3]=[CH:4][CH:5]=[CH:6][CH:7]=1 |f:1.2.3.4|. Starting materials: [Al+3], [H-], [H-], [H-], [H-], [Li+], C1CCOC1, CCOC(=O)C1CCN(C(=O)OC(C)(C)C)CC1NC(C)c1ccccc1. The product is CC(NC1CN(C(=O)OC(C)(C)C)CCC1CO)c1ccccc1. As a reaction SMILES: [Al+3:29].[H-:28].[H-:31].[H-:32].[H-:33].[Li+:30].[O:34]1[CH2:35][CH2:36][CH2:37][CH2:38]1.[c:1]1([CH:7]([CH3:8])[NH:9][CH:10]2[CH2:11][N:12]([C:21](=[O:22])[O:23][C:24]([CH3:25])([CH3:26])[CH3:27])[CH2:13][CH2:14][CH:15]2[C:16](=[O:17])[O:18][CH2:19][CH3:20])[cH:2][cH:3][cH:4][cH:5][cH:6]1>>[c:1]1([CH:7]([CH3:8])[NH:9][CH:10]2[CH2:11][N:12]([C:21](=[O:22])[O:23][C:24]([CH3:25])([CH3:26])[CH3:27])[CH2:13][CH2:14][CH:15]2[CH2:16][OH:17])[cH:2][cH:3][cH:4][cH:5][cH:6]1. The reactants are TEA, C1(CC1)NC=1C2=C(N=CN1)C(=CS2)C(=O)NC2=C(C=CC(=C2)C(NC2=CC(=C(C=C2)CO)C(F)(F)F)=O)C (4-(Cyclopropylamino)-N-(5-(4-(hydroxymethyl)-3-(trifluoromethyl)phenylcarbamoyl)-2-methylphenyl)thieno[3,2-d]pyrimidine-7-carboxamide), CS(=O)(=O)Cl (Methanesulfonyl chloride). The solvent is C(Cl)Cl (DCM), C(Cl)Cl (DCM). Run at time 6 hour. The product is CS(=O)(=O)OCC1=C(C=C(C=C1)NC(C1=CC(=C(C=C1)C)NC(=O)C1=CSC2=C1N=CN=C2NC2CC2)=O)C(F)(F)F (4-(3-(4-(Cyclopropylamino)thieno[3,2-d]pyrimidine-7-carboxamido)-4-methylbenzamido)-2-(trifluoromethyl)benzyl methanesulfonate). RXN SMILES: [CH:1]1([NH:4][C:5]2[C:6]3[S:13][CH:12]=[C:11]([C:14]([NH:16][C:17]4[CH:22]=[C:21]([C:23](=[O:37])[NH:24][C:25]5[CH:30]=[CH:29][C:28]([CH2:31][OH:32])=[C:27]([C:33]([F:36])([F:35])[F:34])[CH:26]=5)[CH:20]=[CH:19][C:18]=4[CH3:38])=[O:15])[C:7]=3[N:8]=[CH:9][N:10]=2)[CH2:3][CH2:2]1.[CH3:39][S:40](Cl)(=[O:42])=[O:41]>C(Cl)Cl>[CH3:39][S:40]([O:32][CH2:31][C:28]1[CH:29]=[CH:30][C:25]([NH:24][C:23](=[O:37])[C:21]2[CH:20]=[CH:19][C:18]([CH3:38])=[C:17]([NH:16][C:14]([C:11]3[C:7]4[N:8]=[CH:9][N:10]=[C:5]([NH:4][CH:1]5[CH2:3][CH2:2]5)[C:6]=4[S:13][CH:12]=3)=[O:15])[CH:22]=2)=[CH:26][C:27]=1[C:33]([F:35])([F:34])[F:36])(=[O:42])=[O:41]. Reported procedure: 4-(Cyclopropylamino)-N-(5-(4-(hydroxymethyl)-3-(trifluoromethyl)phenylcarbamoyl)-2-methylphenyl)thieno[3,2-d]pyrimidine-7-carboxamide (300 mg, 0.554 mmol) was dissolved in DCM (2.5 mL), and TEA (0.15 mL, 1.11 mmol) was added thereto. Methanesulfonyl chloride (66 μL, 0.83 mmol) was added to the reaction mixture at 0° C. The reaction mixture was stirred for 6 hours and diluted with DCM (10 mL). The organic layer was washed with brine, dried with MgSO4, filtered and concentrated under reduced press... Reactants: O=C([O-])O, O=C(CCl)NC(Cc1ccc(O)cc1)C(=O)O, N, [NH4+], O. Product: NCC(=O)NC(Cc1ccc(O)cc1)C(=O)O. RXN SMILES: [C:1](=[O:2])([O-:3])[OH:4].[Cl:6][CH2:7][C:8](=[O:9])[NH:10][CH:11]([CH2:12][c:13]1[cH:14][cH:15][c:16]([OH:19])[cH:17][cH:18]1)[C:20](=[O:21])[OH:22].[NH3:23].[NH4+:5].[OH2:24]>>[NH2:5][CH2:7][C:8](=[O:9])[NH:10][CH:11]([CH2:12][c:13]1[cH:14][cH:15][c:16]([OH:19])[cH:17][cH:18]1)[C:20](=[O:21])[OH:22]. The reactants are COCCNC(=O)c1ccc(C(=O)NN)s1, CN(C)C=O, Cl, O, CC(=O)c1nn(C)c(-c2ccc(C(F)(F)F)cc2)c1O. Product: COCCNC(=O)c1ccc(C(=O)NN=C(C)c2nn(C)c(-c3ccc(C(F)(F)F)cc3)c2O)s1. RXN SMILES: [CH3:21][O:22][CH2:23][CH2:24][NH:25][C:26](=[O:27])[c:28]1[s:29][c:30]([C:33](=[O:34])[NH:35][NH2:36])[cH:31][cH:32]1.[CH3:39][N:40]([CH3:41])[CH:42]=[O:43].[ClH:37].[OH2:38].[OH:1][c:2]1[c:3]([C:18]([CH3:19])=[O:20])[n:4][n:5]([CH3:17])[c:6]1-[c:7]1[cH:8][cH:9][c:10]([C:13]([F:14])([F:15])[F:16])[cH:11][cH:12]1>>[OH:1][c:2]1[c:3]([C:18]([CH3:19])=[N:36][NH:35][C:33]([c:30]2[s:29][c:28]([C:26]([NH:25][CH2:24][CH2:23][O:22][CH3:21])=[O:27])[cH:32][cH:31]2)=[O:34])[n:4][n:5]([CH3:17])[c:6]1-[c:7]1[cH:8][cH:9][c:10]([C:13]([F:14])([F:15])[F:16])[cH:11][cH:12]1.